This data is from the Open Reaction Database (ORD), a public repository of structured organic reaction records. The task is: describe an organic reaction: reactants, conditions, products, and yield The reactants are NC1CNCC12CC2 (7-amino-5-azaspiro[2.4]heptane), C(CC(=O)C)(=O)OCC (ethyl acetoacetate), BrCCBr (1,2-dibromoethane). The product is C(C)(=O)C1(CC1)C(=O)OCC (ethyl 1-acetyl-1-cyclopropanecarboxylate). Reaction SMILES: N[CH:2]1C2(CC2)CN[CH2:3]1.[C:9]([O:15][CH2:16][CH3:17])(=[O:14])[CH2:10][C:11]([CH3:13])=[O:12].BrCCBr>>[C:11]([C:10]1([C:9]([O:15][CH2:16][CH3:17])=[O:14])[CH2:3][CH2:2]1)(=[O:12])[CH3:13]. Procedure: Taking 7-amino-5-azaspiro[2.4]heptane as an example, ethyl acetoacetate is first reacted with 1,2-dibromoethane in the presence of a base to give ethyl 1-acetyl-1-cyclopropanecarboxylate. Then, using bromine, the acetyl group of this compound is brominated to give ethyl 1-bromoacetyl-1-cyclopropanecarboxylate. This bromoacetyl compound is then cyclized with benzylamine to give 5-benzyl-4,7-dioxo-5-azaspiro[2.4]heptane. When this compound is reacted with hydroxylamine hydrochloride, the ketone in... Starting materials: ClC1=CC(=NC(=C1)C)C1=CN=CS1 (5-(4-chloro-6-methylpyridin-2-yl)thiazole), [F-].[Cs+] (CsF), CS(=O)C (DMSO). Run in CCOC(=O)C (EtOAc), hexanes, CCOC(=O)C (EtOAc). Run at time 16 hour. Yields the product FC1=CC(=NC(=C1)C)C1=CN=CS1 (5-(4-fluoro-6-methylpyridin-2-yl)thiazole). As a reaction SMILES: Cl[C:2]1[CH:7]=[C:6]([CH3:8])[N:5]=[C:4]([C:9]2[S:13][CH:12]=[N:11][CH:10]=2)[CH:3]=1.[F-:14].[Cs+].CS(C)=O>CCOC(C)=O>[F:14][C:2]1[CH:7]=[C:6]([CH3:8])[N:5]=[C:4]([C:9]2[S:13][CH:12]=[N:11][CH:10]=2)[CH:3]=1 |f:1.2|. Reported procedure: To a 2 dram vial equipped with a stir bar and charged with the entirety of 5-(4-chloro-6-methylpyridin-2-yl)thiazole from step 1 was added CsF (200 mg, 1.32 mmol) and DMSO (0.7 mL). The vial was capped and then placed in a 140° C. heating block with stirring for 16 h. The reaction mixture was transfered to a 125 mL separatory funnel and was diluted with EtOAc (50 mL). The solution was twice washed with brine:water (25 mL:25 mL); dried over MgSO4; filtered; then concentrated in vacuo to afford an... Product: C(#N)C(C(=O)N1CCOCC1)(C1=CC=CC=C1)CC (2-cyano-2-ethyl-2-phenylacetic acid morpholide). Conditions: temperature 0 celsius, time 1 hour. Reaction SMILES: [NH:1]1[CH2:6][CH2:5][O:4][CH2:3][CH2:2]1.[OH-].[Na+].[C:9]([C:11]([CH2:21][CH3:22])([C:15]1[CH:20]=[CH:19][CH:18]=[CH:17][CH:16]=1)[C:12](Cl)=[O:13])#[N:10]>C(Cl)Cl>[C:9]([C:11]([CH2:21][CH3:22])([C:15]1[CH:20]=[CH:19][CH:18]=[CH:17][CH:16]=1)[C:12]([N:1]1[CH2:6][CH2:5][O:4][CH2:3][CH2:2]1)=[O:13])#[N:10] |f:1.2|. Run in C(Cl)Cl (methylene chloride). Procedure details: 4.4 g (0.05 mole) of morpholine are dissolved in 50 ml of methylene chloride, 20 ml of a 20% aqueous sodium hydroxide solution are added to it, and the mixture is cooled to a temperature below -10° C. with salted ice. 10.5 g (0.05 mole) of 2-cyano-2-ethyl-2-phenylacetyl chloride are added to the mixture in portions, under vigorous stirring. The reaction mixture is stirred at 0° C. for one hour, thereafter the phases are separated from each other, the organic phase is washed twice with dilute aqu... Yield: 79.7%. Reactants: [OH-].[Na+] (sodium hydroxide), N1CCOCC1 (morpholine), C(#N)C(C(=O)Cl)(C1=CC=CC=C1)CC (2-cyano-2-ethyl-2-phenylacetyl chloride). The reactants are Cl (hydrochloric acid), [Si](C1=CC=CC=C1)(C1=CC=CC=C1)(C(C)(C)C)OCCC=1C(N(C=CC1)C1=C(C=C(C=C1)N1C(O[C@H](C1)CNC(=O)C=1SC(=CC1)Cl)=O)C)=O (N-[((5S)-3-{4-[3-(2-{[tert-Butyl(diphenyl)silyl]oxy}ethyl)-2-oxopyridin-1(2H)-yl]-3-methyl-phenyl}-2-oxo-1,3-oxazolidin-5-yl)methyl]-5-chlorothiophene-2-carboxamide). Solvent: ClCCl (dichloromethane), CO (methanol). Run at time 1 hour. Yields the product ClC1=CC=C(S1)C(=O)NC[C@H]1CN(C(O1)=O)C1=CC(=C(C=C1)N1C(C(=CC=C1)CCO)=O)C (5-Chloro-N-[((5S)-3-{4-[3-(2-hydroxyethyl)-2-oxopyridin-1(2H)-yl]-3-methylphenyl}-2-oxo-1,3-oxazolidin-5-yl)methyl]thiophene-2-carboxamide). RXN SMILES: Cl.[Si]([O:19][CH2:20][CH2:21][C:22]1[C:23](=[O:51])[N:24]([C:28]2[CH:33]=[CH:32][C:31]([N:34]3[CH2:38][C@H:37]([CH2:39][NH:40][C:41]([C:43]4[S:44][C:45]([Cl:48])=[CH:46][CH:47]=4)=[O:42])[O:36][C:35]3=[O:49])=[CH:30][C:29]=2[CH3:50])[CH:25]=[CH:26][CH:27]=1)(C(C)(C)C)(C1C=CC=CC=1)C1C=CC=CC=1>CO.ClCCl>[Cl:48][C:45]1[S:44][C:43]([C:41]([NH:40][CH2:39][C@@H:37]2[O:36][C:35](=[O:49])[N:34]([C:31]3[CH:32]=[CH:33][C:28]([N:24]4[CH:25]=[CH:26][CH:27]=[C:22]([CH2:21][CH2:20][OH:19])[C:23]4=[O:51])=[C:29]([CH3:50])[CH:30]=3)[CH2:38]2)=[O:42])=[CH:47][CH:46]=1. Reported procedure: With ice-cooling, 400 ml of 1.25N hydrochloric acid in methanol are added to 43.8 g (60.3 mmol) of the compound from Example 17A. After 1 h, the mixture is diluted with dichloromethane, and the aqueous phase is then separated off. The organic phase is washed twice with water, dried over sodium sulphate and, after filtration, concentrated to dryness under reduced pressure. The residue is applied to silica gel and chromatographed using a gradient of cyclohexane and ethyl acetate. The product-conta... Reactants: [Cl-].[NH4+] (ammonium chloride), COC1=CC=C(C=N1)CC#N ((6-methoxypyridin-3-yl)acetonitrile), C(C)#N (acetonitrile), C(C=C)(=O)OCC (ethyl acrylate). Run in CO (methanol). Product: C(#N)C(CCC(=O)OCC)(CCC(=O)OCC)C=1C=NC(=CC1)OC (Diethyl 4-cyano-4-(6-methoxypyridin-3-yl)heptanedioate). As a reaction SMILES: [CH3:1][O:2][C:3]1[N:8]=[CH:7][C:6]([CH2:9][C:10]#[N:11])=[CH:5][CH:4]=1.[C:12](#N)[CH3:13].[C:15]([O:19][CH2:20][CH3:21])(=[O:18])[CH:16]=[CH2:17].[Cl-].[NH4+]>CO>[C:10]([C:9]([C:6]1[CH:7]=[N:8][C:3]([O:2][CH3:1])=[CH:4][CH:5]=1)([CH2:17][CH2:16][C:15]([O:19][CH2:12][CH3:13])=[O:18])[CH2:17][CH2:16][C:15]([O:19][CH2:20][CH3:21])=[O:18])#[N:11] |f:3.4|. Reported procedure: 2.775 g (18.73 mmol) of (6-methoxypyridin-3-yl)acetonitrile (WO2004/111031) are introduced into 125 ml of anhydrous acetonitrile in a 250 ml round-bottomed flask under an argon atmosphere. 0.87 ml (1.87 mmol) of Triton B (40% in methanol) is added, the reaction mixture is brought to reflux and 20.40 ml (187.30 mmol) of ethyl acrylate are added dropwise. The reaction medium is subsequently stirred at reflux for 48 hours, cooled to ambient temperature and concentrated under reduced pressure. The r... The reactants are N(=O)[O-].[Na+] (sodium nitrite), N[C@@H](C(=O)O)CC(C)(C)C ((R)-2-amino-4,4-dimethylpentanoic acid), S(O)(O)(=O)=O (sulfuric acid), [Br-].[K+] (potassium bromide). The solvent is O (water). Conditions: temperature 0 celsius, time 1.5 hour. Yields the product BrC(C(=O)O)CC(C)(C)C (2-Bromo-4,4-dimethylpentanoic acid). RXN SMILES: N[C@H:2]([CH2:6][C:7]([CH3:10])([CH3:9])[CH3:8])[C:3]([OH:5])=[O:4].S(=O)(=O)(O)O.[Br-:16].[K+].N([O-])=O.[Na+]>O>[Br:16][CH:2]([CH2:6][C:7]([CH3:10])([CH3:9])[CH3:8])[C:3]([OH:5])=[O:4] |f:2.3,4.5|. Procedure: A solution of (R)-2-amino-4,4-dimethylpentanoic acid (950 mg, 6.55 mmol) in 2.5N aqueous sulfuric acid (13 ml, 33 mmol) was cooled to -5° C. and treated with potassium bromide (2.72 g, 22.9 mmol) in one portion. The colorless solution was treated with sodium nitrite (680 mg, 9.86 mmol) portionwise, keeping the temperature between 0° and 3° C. over a period of 25 minutes. The reaction mixture was stirred at 0° C. for one hour and at room temperature for 1.5 hours. The reaction mixture was poured ... Reactants: BrC1=NN=C2CC3=C(C=CN21)C=CC=C3 (3-bromo-11H-s-triazolo [3,4-b][3]benzazepine), C[O-].[Na+].CO (sodium methoxide methanol). The solvent is CO (methanol). The product is COC1=NN=C2CC3=C(C=CN21)C=CC=C3 (3-methoxy-11H-s-triazolo[3,4-b][3]benzazepine). As a reaction SMILES: Br[C:2]1[N:11]2[C:5]([CH2:6][C:7]3[CH:15]=[CH:14][CH:13]=[CH:12][C:8]=3[CH:9]=[CH:10]2)=[N:4][N:3]=1.[CH3:16][O-:17].[Na+].CO>CO>[CH3:16][O:17][C:2]1[N:11]2[C:5]([CH2:6][C:7]3[CH:15]=[CH:14][CH:13]=[CH:12][C:8]=3[CH:9]=[CH:10]2)=[N:4][N:3]=1 |f:1.2.3|. Procedure details: To a solution of 0.262 g of 3-bromo-11H-s-triazolo [3,4-b][3]benzazepine in 2 ml of methanol was added 1.0 ml of 2 N-sodium methoxide/methanol and the mixture was refluxed for one hour. The solvent was evaporated off and, following the addition of water, the residue was extracted with ethyl acetate. The ethyl acetate layer was washed with water and dried over Na2SO4. The solvent was then evaporated off and the residue was treated with isopropyl ether. By the above procedure was obtained 3-methox...